Dataset: the Open Reaction Database (ORD), a public repository of structured organic reaction records. Task: describe an organic reaction: reactants, conditions, products, and yield Reactants: ClC1=CC=C(C(=N1)C(=O)N)[N+](=O)[O-] (6-chloro-3-nitropicolinamide). Reagents/catalysts: [Pd] (Pd-C). The solvent is CCOC(=O)C (EtOAc). The product is NC=1C(=NC(=CC1)Cl)C(=O)N (3-amino-6-chloropicolinamide). RXN SMILES: [Cl:1][C:2]1[N:7]=[C:6]([C:8]([NH2:10])=[O:9])[C:5]([N+:11]([O-])=O)=[CH:4][CH:3]=1>CCOC(C)=O.[Pd]>[NH2:11][C:5]1[C:6]([C:8]([NH2:10])=[O:9])=[N:7][C:2]([Cl:1])=[CH:3][CH:4]=1. Procedure: A solution of 6-chloro-3-nitropicolinamide (0.30 g, 1.49 mmol) in EtOAc (30 mL) is hydrogenated at 60 psi over 5% Pd-C (0.10 g) for 20 min. After removal of the catalyst by filtration the solution is concentrated to dryness to give 3-amino-6-chloropicolinamide as a yellow oil, which is used directly in the next step. It is dissolved in triethylorthoformate (30 mL) and the mixture is heated under reflux for 18 h. Petroleum ether (30 mL) is added to the cooled solution, and the resulting precipita... The reactants are COC(=O)[C@@H]1C[C@H](C1)N1C=C(C2=C1N=CN=C2Cl)I (trans-3-(4-chloro-5-iodopyrrolo[2,3-d]pyrimidin-7-yl)-cyclobutanecarboxylic acid methyl ester), C(=O)=O.CC(=O)C (dry ice acetone), C(=O)=O.CC(=O)C (dry ice acetone), CC(C)C[AlH]CC(C)C (DIBAL). The solvent is C(Cl)Cl (CH2Cl2). Reaction conditions: time 40 minute. Product: ClC=1C2=C(N=CN1)N(C=C2I)[C@@H]2C[C@H](C2)CO (trans-[3-(4-Chloro-5-iodopyrrolo[2,3-d]pyrimidin-7-yl)-cyclobutyl]-methanol). RXN SMILES: C[O:2][C:3]([C@H:5]1[CH2:8][C@H:7]([N:9]2[C:13]3[N:14]=[CH:15][N:16]=[C:17]([Cl:18])[C:12]=3[C:11]([I:19])=[CH:10]2)[CH2:6]1)=O.C(=O)=O.CC(C)=O.CC(C[AlH]CC(C)C)C>C(Cl)Cl>[Cl:18][C:17]1[C:12]2[C:11]([I:19])=[CH:10][N:9]([C@H:7]3[CH2:6][C@H:5]([CH2:3][OH:2])[CH2:8]3)[C:13]=2[N:14]=[CH:15][N:16]=1 |f:1.2|. Reported procedure: To a solution of trans-3-(4-chloro-5-iodopyrrolo[2,3-d]pyrimidin-7-yl)-cyclobutanecarboxylic acid methyl ester (trans/cis=5:1) (116.5 mg, 0.297 mmol) in CH2Cl2 (5 mL), cooled by dry ice/acetone, was added DIBAL (1M in toluene, 0.65 mL, 0.65 mmol). After 40 min, the dry ice/acetone bath was replaced with and ice/water bath. The reaction was quenched 2 h later by adding potassium sodium tartrate solution, the mixture was extracted with CH2Cl2 (3×20 mL), the combined extracts were washed with NaHCO... The reactants are C1COCCN1, Cc1ccccc1, CC(C)(C)OC(=O)N1CCC(=O)CC1. The product is CC(C)(C)OC(=O)N1CC=C(N2CCOCC2)CC1. Reaction SMILES: [CH2:15]1[CH2:16][O:17][CH2:18][CH2:19][NH:20]1.[CH3:21][c:22]1[cH:23][cH:24][cH:25][cH:26][cH:27]1.[O:1]=[C:2]1[CH2:3][CH2:4][N:5]([C:8](=[O:9])[O:10][C:11]([CH3:12])([CH3:13])[CH3:14])[CH2:6][CH2:7]1>>[C:2]1([N:20]2[CH2:15][CH2:16][O:17][CH2:18][CH2:19]2)=[CH:3][CH2:4][N:5]([C:8](=[O:9])[O:10][C:11]([CH3:12])([CH3:13])[CH3:14])[CH2:6][CH2:7]1. Reactants: Nc1c(Cl)cc(Br)c(Cl)c1Br, CCO, CC(C)(C)ON=O. The product is Clc1cc(Br)c(Cl)c(Br)c1. As a reaction SMILES: [Br:1][c:2]1[c:3]([NH2:4])[c:5]([Cl:11])[cH:6][c:7]([Br:10])[c:8]1[Cl:9].[CH3:19][CH2:20][OH:21].[N:12]([O:13][C:14]([CH3:15])([CH3:16])[CH3:17])=[O:18]>>[Br:1][c:2]1[cH:3][c:5]([Cl:11])[cH:6][c:7]([Br:10])[c:8]1[Cl:9]. The reactants are Cl (HCl), CCOC(=O)C (EtOAc), N1=C(SC2=C1C1=C(OCC2)C=CC=C1)NC1CCC(CC1)CNC(CC)=O (N1-{[4-(4,5-dihydrobenzo[2,3]oxepino[4,5-d][1,3]thiazol-2-ylamino)cyclohexyl]methyl}propanamide). Solvent: C1CCOC1 (THF), C1CCOC1 (THF), C1CCOC1 (THF). Product: C(CC)NCC1CCC(CC1)NC=1SC2=C(N1)C1=C(OCC2)C=CC=C1 (N2-{4-[(Propylamino)methyl]cyclohexyl}-4,5-dihydrobenzo-[2,3]oxepino[4,5-d][1,3]thiazol-2-amine). Isolated yield 72.4%. Reaction SMILES: [N:1]1[C:5]2[C:6]3[CH:14]=[CH:13][CH:12]=[CH:11][C:7]=3[O:8][CH2:9][CH2:10][C:4]=2[S:3][C:2]=1[NH:15][CH:16]1[CH2:21][CH2:20][CH:19]([CH2:22][NH:23][C:24](=O)[CH2:25][CH3:26])[CH2:18][CH2:17]1.CCOC(C)=O.Cl>C1COCC1>[CH2:24]([NH:23][CH2:22][CH:19]1[CH2:20][CH2:21][CH:16]([NH:15][C:2]2[S:3][C:4]3[CH2:10][CH2:9][O:8][C:7]4[CH:11]=[CH:12][CH:13]=[CH:14][C:6]=4[C:5]=3[N:1]=2)[CH2:17][CH2:18]1)[CH2:25][CH3:26]. Procedure: To a solution of N1-{[4-(4,5-dihydrobenzo[2,3]oxepino[4,5-d][1,3]thiazol-2-ylamino)cyclohexyl]methyl}propanamide (0.380 g, 0.944 mmol) in anhydrous THF (7 ml) was added 1M BH3 in THF (2.0 ml, 2.0 mmol). The solution was stirred for several hours at room temperature. TLC (EtOAc) indicated reaction to be incomplete and an additional 2.5 ml 1M BH3 in THF was added to the solution which was then stirred overnight. 4N HCl (25 ml) was slowly added to the stirred solution and the solution was washed wi... The reactants are C1(CC1)COC1=C(C=C(C=C1)C1(OCCO1)C)C=1C2=C(N=CN1)C(=C(N2)C)C(=O)OCC (ethyl 4-[2-(cyclopropylmethoxy)-5-(2-methyl-1,3-dioxolan-2-yl)phenyl]-6-methyl-5H-pyrrolo[3,2-d]pyrimidine-7-carboxylate), ClCOCC[Si](C)(C)C ((2-chloromethoxy-ethyl)-trimethyl-silane). Yields the product C1(CC1)COC1=C(C=C(C=C1)C1(OCCO1)C)C=1C2=C(N=CN1)C(=C(N2COCC[Si](C)(C)C)C)C(=O)OCC (Ethyl 4-[2-(cyclopropylmethoxy)-5-(2-methyl-1,3-dioxolan-2-yl)phenyl]-6-methyl-5-{[2-(trimethylsilyl)ethoxy]methyl}-5H-pyrrolo[3,2-d]pyrimidine-7-carboxylate). Reaction SMILES: [CH:1]1([CH2:4][O:5][C:6]2[CH:11]=[CH:10][C:9]([C:12]3([CH3:17])[O:16][CH2:15][CH2:14][O:13]3)=[CH:8][C:7]=2[C:18]2[C:19]3[NH:26][C:25]([CH3:27])=[C:24]([C:28]([O:30][CH2:31][CH3:32])=[O:29])[C:20]=3[N:21]=[CH:22][N:23]=2)[CH2:3][CH2:2]1.Cl[CH2:34][O:35][CH2:36][CH2:37][Si:38]([CH3:41])([CH3:40])[CH3:39]>>[CH:1]1([CH2:4][O:5][C:6]2[CH:11]=[CH:10][C:9]([C:12]3([CH3:17])[O:13][CH2:14][CH2:15][O:16]3)=[CH:8][C:7]=2[C:18]2[C:19]3[N:26]([CH2:34][O:35][CH2:36][CH2:37][Si:38]([CH3:41])([CH3:40])[CH3:39])[C:25]([CH3:27])=[C:24]([C:28]([O:30][CH2:31][CH3:32])=[O:29])[C:20]=3[N:21]=[CH:22][N:23]=2)[CH2:3][CH2:2]1. Procedure: Starting from ethyl 4-[2-(cyclopropylmethoxy)-5-(2-methyl-1,3-dioxolan-2-yl)phenyl]-6-methyl-5H-pyrrolo[3,2-d]pyrimidine-7-carboxylate (example D.a13) and commercially available (2-chloromethoxy-ethyl)-trimethyl-silane the title compound is obtained as yellow viscous oil. Reactants: O=C1N2N(C([C@H](CC1)NC(C1=CC=CC=C1)=O)=O)[C@@H](CCC2)C(=O)O ((1S, 9S) 6,10-dioxo-1,2,3,4,7,8,9,10-octahydro-9-(benzoylamino)-6H-pyridazino[1,2-a][1,2]diazepine-1-carboxylic acid), C(C=C)OC(=O)NC(CCC(OC(C)(C)C)=NNC(=O)N)C=O (t-butyl N-(allyloxycarbonyl)-4-amino-5-oxopentanoate semicarbazone), [SnH](CCCC)(CCCC)CCCC (n-Bu3SnH), ON1N=NC2=C1C=CC=C2 (1-hydroxybenzotriazole), C(C)N=C=NCCCN(C)C (ethyldimethylaminopropyl carbodiimide). The reagents and catalysts are Cl[Pd]([P](C1=CC=CC=C1)(C2=CC=CC=C2)C3=CC=CC=C3)([P](C4=CC=CC=C4)(C5=CC=CC=C5)C6=CC=CC=C6)Cl ((Ph3P)2PdCl2). Run in C(Cl)Cl (CH2Cl2), CCOC(=O)C (EtOAc). Conditions: temperature 25 celsius, time 10 minute. Yields the product C(C1=CC=CC=C1)(=O)NC1CCC(N2N(C1=O)C(CCC2)C(=O)NC(CCC(OC(C)(C)C)=NNC(=O)N)C=O)=O (t-Butyl 4-[9-(benzoylamino)-6,10-dioxo-1,2,3,4,7,8,9,10-octahydro-6H-pyridazino[1,2-a][1,2]diazepine-1-carboxamido]-5-oxopentanoate semicarbazone). Isolated yield 49.0%. RXN SMILES: [O:1]=[C:2]1[CH2:8][CH2:7][C@H:6]([NH:9][C:10](=[O:17])[C:11]2[CH:16]=[CH:15][CH:14]=[CH:13][CH:12]=2)[C:5](=[O:18])[N:4]2[C@H:19]([C:23]([OH:25])=O)[CH2:20][CH2:21][CH2:22][N:3]12.C(OC([NH:32][CH:33]([CH:47]=[O:48])[CH2:34][CH2:35][C:36](=[N:42][NH:43][C:44]([NH2:46])=[O:45])[O:37][C:38]([CH3:41])([CH3:40])[CH3:39])=O)C=C.[SnH](CCCC)(CCCC)CCCC.ON1C2C=CC=CC=2N=N1.C(N=C=NCCCN(C)C)C>C(Cl)Cl.CCOC(C)=O.Cl[Pd](Cl)([P](C1C=CC=CC=1)(C1C=CC=CC=1)C1C=CC=CC=1)[P](C1C=CC=CC=1)(C1C=CC=CC=1)C1C=CC=CC=1>[C:10]([NH:9][CH:6]1[C:5](=[O:18])[N:4]2[CH:19]([C:23]([NH:32][CH:33]([CH:47]=[O:48])[CH2:34][CH2:35][C:36](=[N:42][NH:43][C:44]([NH2:46])=[O:45])[O:37][C:38]([CH3:41])([CH3:40])[CH3:39])=[O:25])[CH2:20][CH2:21][CH2:22][N:3]2[C:2](=[O:1])[CH2:8][CH2:7]1)(=[O:17])[C:11]1[CH:12]=[CH:13][CH:14]=[CH:15][CH:16]=1 |^1:94,113|. Procedure: A solution of (1S, 9S) 6,10-dioxo-1,2,3,4,7,8,9,10-octahydro-9-(benzoylamino)-6H-pyridazino[1,2-a][1,2]diazepine-1-carboxylic acid (212e) (345 mg, 1.0 mmol), (4S) t-butyl N-(allyloxycarbonyl)-4-amino-5-oxopentanoate semicarbazone (208a) (361 mg, 1.1 mmol, 1.1 equiv) and (Ph3P)2PdCl2 (20 mg) in CH2Cl2 (5 ml), was treated dropwise with n-Bu3SnH (0.621 ml, 2.3 mmol, 2.1 equiv). The resulting orange brown solution was stirred at 25° C. for 10 min and then 1-hydroxybenzotriazole (297 mg, 2.2 mmol, 2 ...